describe an organic reaction: reactants, conditions, products, and yield From a dataset of the Open Reaction Database (ORD), a public repository of structured organic reaction records. Reactants: ClC1=C(C=CC(=C1)Cl)C1=CC2=C(N(C3=CC=C(C=C23)C2=NN(C(=C2)CO)C)C)N(C1=O)C (3-(2,4-Dichlorophenyl)-6-(5-hydroxymethyl-1-methyl-1H-pyrazol-3-yl)-1,9-dimethyl-1,9-dihydropyrido[2,3-b]indol-2-one), ClC1=C(C=CC(=C1)Cl)C1=CC2=C(N(C3=CC=C(C=C23)C2=NN(C(=C2)CO)C)C)N(C1=O)C (3-(2,4-dichlorophenyl)-6-(5-hydroxymethyl-1-methyl-1H-pyrazol-3-yl)-1,9-dimethyl-1,9-dihydropyrido[2,3-b]indol-2-one), ICC (iodoethane). Yields the product ClC1=C(C=CC(=C1)Cl)C1=CC2=C(N(C3=CC=C(C=C23)C2=NN(C(=C2)COCC)C)C)N(C1=O)C (3-(2,4-Dichlorophenyl)-6-(5-ethoxymethyl-1-methyl-1H-pyrazol-3-yl)-1,9-dimethyl-1,9-dihydropyrido[2,3-b]indol-2-one). As a reaction SMILES: [Cl:1][C:2]1[CH:7]=[C:6]([Cl:8])[CH:5]=[CH:4][C:3]=1[C:9]1[C:30](=[O:31])[N:29]([CH3:32])[C:12]2[N:13]([CH3:28])[C:14]3[C:19]([C:11]=2[CH:10]=1)=[CH:18][C:17]([C:20]1[CH:24]=[C:23]([CH2:25][OH:26])[N:22]([CH3:27])[N:21]=1)=[CH:16][CH:15]=3.I[CH2:34][CH3:35]>>[Cl:1][C:2]1[CH:7]=[C:6]([Cl:8])[CH:5]=[CH:4][C:3]=1[C:9]1[C:30](=[O:31])[N:29]([CH3:32])[C:12]2[N:13]([CH3:28])[C:14]3[C:19]([C:11]=2[CH:10]=1)=[CH:18][C:17]([C:20]1[CH:24]=[C:23]([CH2:25][O:26][CH2:34][CH3:35])[N:22]([CH3:27])[N:21]=1)=[CH:16][CH:15]=3. Procedure details: The process is carried out as in Example 101 above, with the compound from Example 82, 3-(2,4-dichlorophenyl)-6-(5-hydroxymethyl-1-methyl-1H-pyrazol-3-yl)-1,9-dimethyl-1,9-dihydropyrido[2,3-b]indol-2-one and iodoethane. Reactants: BrCC1OCCC1 (2-(bromomethyl)tetrahydrofuran), C(C1=CC=CC=C1)NC(=O)C1=C(N=C(S1)N1C(C=C(C=C1)O)=O)C (N-benzyl-2-(4-hydroxy-2-oxopyridin-1(2H)-yl)-4-methylthiazole-5-carboxamide). The product is C(C1=CC=CC=C1)NC(=O)C1=C(N=C(S1)N1C(C=C(C=C1)OCC1OCCC1)=O)C (N-Benzyl-4-methyl-2-(2-oxo-4-((tetrahydrofuran-2-yl)methoxy)pyridin-1(2H)-yl)thiazole-5-carboxamide). The yield is 42.0%. As a reaction SMILES: Br[CH2:2][CH:3]1[CH2:7][CH2:6][CH2:5][O:4]1.[CH2:8]([NH:15][C:16]([C:18]1[S:22][C:21]([N:23]2[CH:28]=[CH:27][C:26]([OH:29])=[CH:25][C:24]2=[O:30])=[N:20][C:19]=1[CH3:31])=[O:17])[C:9]1[CH:14]=[CH:13][CH:12]=[CH:11][CH:10]=1>>[CH2:8]([NH:15][C:16]([C:18]1[S:22][C:21]([N:23]2[CH:28]=[CH:27][C:26]([O:29][CH2:2][CH:3]3[CH2:7][CH2:6][CH2:5][O:4]3)=[CH:25][C:24]2=[O:30])=[N:20][C:19]=1[CH3:31])=[O:17])[C:9]1[CH:14]=[CH:13][CH:12]=[CH:11][CH:10]=1. Reported procedure: Following the procedure as described in Example 9, making variation only as required to use 2-(bromomethyl)tetrahydrofuran in place of 2-cyclopropylethyl 4-methylbenzenesulfonate to react with N-benzyl-2-(4-hydroxy-2-oxopyridin-1(2H)-yl)-4-methylthiazole-5-carboxamide, the title compound was obtained as a colorless solid in 42% yield: mp 181-183° C. (ethyl acetate/hexanes); 1H NMR (300 MHz, CDCl3) δ 8.66-8.62 (m, 1H), 7.38-7.26 (m, 5H), 6.22-6.18 (m, 1H), 6.14-6.12 (m, 1H), 5.95-5.94 (m, 1H), 4.... RXN SMILES: [C:1]([O:5][C:6]([C@@:8]12[CH:15]=[CH:14][CH2:13][C@@H:12]1[C:11](=O)[N:10]([C@@H:17]([C:19]1[CH:24]=[CH:23][CH:22]=[CH:21][CH:20]=1)[CH3:18])[CH2:9]2)=[O:7])([CH3:4])([CH3:3])[CH3:2].COC1C=CC(P2(SP(C3C=CC(OC)=CC=3)(=S)S2)=[S:34])=CC=1>C1(C)C=CC=CC=1>[C:1]([O:5][C:6]([C@@:8]12[CH:15]=[CH:14][CH2:13][C@@H:12]1[C:11](=[S:34])[N:10]([C@@H:17]([C:19]1[CH:24]=[CH:23][CH:22]=[CH:21][CH:20]=1)[CH3:18])[CH2:9]2)=[O:7])([CH3:4])([CH3:3])[CH3:2]. Procedure: [(1S,5S)-4-Oxo-3-[(1R)-1-phenylethyl]-3-azabicyclo[3.3.0]oct-7-en-1-yl]carboxylic acid tert-butyl ester (88.0 mg, 0.27 mmol) was dissolved in toluene (8 mL). Lawesson's reagent (81.5 mg, 0.20 mmol) was added, and the mixture was stirred at 80° C. for four hours. The reaction solution was concentrated under reduced pressure, and the resulting residue was subjected to silica gel column chromatography (10% ethyl acetate/hexane) to give 91.6 mg of the title compound as a yellow oil. Run in C1(=CC=CC=C1)C (toluene). Yields the product C(C)(C)(C)OC(=O)[C@@]12CN(C([C@H]2CC=C1)=S)[C@H](C)C1=CC=CC=C1 ([(1S,5S)-3-[(1R)-1-Phenylethyl]-4-thioxo-3-azabicyclo[3.3.0]oct-7-en-1-yl]carboxylic acid tert-butyl ester). Isolated yield 133.3%. Reaction conditions: temperature 80 celsius, time 4 hour. The reactants are C(C)(C)(C)OC(=O)[C@@]12CN(C([C@H]2CC=C1)=O)[C@H](C)C1=CC=CC=C1 ([(1S,5S)-4-Oxo-3-[(1R)-1-phenylethyl]-3-azabicyclo[3.3.0]oct-7-en-1-yl]carboxylic acid tert-butyl ester), COC=1C=CC(=CC1)P2(=S)SP(=S)(S2)C=3C=CC(=CC3)OC (Lawesson's reagent). The reactants are COC(C1=CC(=C(C(=C1)[N+](=O)[O-])OC)[N+](=O)[O-])=O (4-Methoxy-3,5-dinitro-benzoic acid methyl ester), FC1=C(C(=O)O)C=C(C=C1[N+](=O)[O-])[N+](=O)[O-] (2-Fluoro-3,5-dinitrobenzoic acid). Yields the product FC1=C(C(=O)OC)C=C(C=C1[N+](=O)[O-])[N+](=O)[O-] (Methyl 2-fluoro-3,5-dinitrobenzoate). RXN SMILES: [CH3:1][O:2][C:3](=[O:18])[C:4]1[CH:9]=[C:8]([N+:10]([O-:12])=[O:11])[C:7](OC)=[C:6]([N+:15]([O-:17])=[O:16])[CH:5]=1.[F:19]C1C([N+]([O-])=O)=CC([N+]([O-])=O)=CC=1C(O)=O>>[F:19][C:5]1[C:6]([N+:15]([O-:17])=[O:16])=[CH:7][C:8]([N+:10]([O-:12])=[O:11])=[CH:9][C:4]=1[C:3]([O:2][CH3:1])=[O:18]. Procedure: Methyl 2-fluoro-3,5-dinitrobenzoate (D137) was prepared in an analogous manner to Description 25 (D25) from 2-fluoro-3,5-dinitrobenzoic acid (D136). Reactants: BrC1=C(C=C(C=C1)C(CCCC(C)C)=O)C (1-(4-Bromo-3-methyl-phenyl)-5-methyl-hexan-1-one), [BH4-].[Na+] (sodium borohydride). Solvent: C(C)O (ethanol). Reaction conditions: temperature 0 celsius, time 1 hour. The product is BrC1=C(C=C(C=C1)C(CCCC(C)C)O)C (1-(4-Bromo-3-methyl-phenyl)-5-methyl-hexan-1-ol). The yield is 94.5%. Reaction SMILES: [Br:1][C:2]1[CH:7]=[CH:6][C:5]([C:8](=[O:15])[CH2:9][CH2:10][CH2:11][CH:12]([CH3:14])[CH3:13])=[CH:4][C:3]=1[CH3:16].[BH4-].[Na+]>C(O)C>[Br:1][C:2]1[CH:7]=[CH:6][C:5]([CH:8]([OH:15])[CH2:9][CH2:10][CH2:11][CH:12]([CH3:13])[CH3:14])=[CH:4][C:3]=1[CH3:16] |f:1.2|. Procedure details: 1-(4-Bromo-3-methyl-phenyl)-5-methyl-hexan-1-one (3.5 g, 12.4 mmol) was dissolved in ethanol and cooled to 0° C. while stirring under nitrogen. To the flask was added sodium borohydride (469 mg, 12.4 mmol), and the reaction was kept at 0° C. for 1 h., then slowly warmed to room temperature. The reaction was monitored by HPLC. Upon complete consumption of starting material, the reaction is carefully quenched with water, the ethanol removed by rotary evaporator, and extracted with diethyl ether, w... Starting materials: FC=1C=C(OCC(CNC(CO[Si](C)(C)C(C)(C)C)C)O)C=CC1 (1-(3-fluorophenoxymethyl)-2-(2-t-butyldimethylsilyloxy-1-methylethylamino)ethanol), N,N'-carbonyldiimidazole, CN(C=O)C (dimethylformamide). The product is [Si](C)(C)(C(C)(C)C)OCC(C)N1C(OC(C1)COC1=CC(=CC=C1)F)=O (3-(2-t-Butyldimethylsilyloxy-1-methylethyl)-5-(3-fluorophenoxymethyl)Oxazolidin-2-one). RXN SMILES: [F:1][C:2]1[CH:3]=[C:4]([CH:22]=[CH:23][CH:24]=1)[O:5][CH2:6][CH:7]([OH:21])[CH2:8][NH:9][CH:10]([CH3:20])[CH2:11][O:12][Si:13]([C:16]([CH3:19])([CH3:18])[CH3:17])([CH3:15])[CH3:14].CN(C)[CH:27]=[O:28]>>[Si:13]([O:12][CH2:11][CH:10]([N:9]1[CH2:8][CH:7]([CH2:6][O:5][C:4]2[CH:22]=[CH:23][CH:24]=[C:2]([F:1])[CH:3]=2)[O:21][C:27]1=[O:28])[CH3:20])([C:16]([CH3:17])([CH3:18])[CH3:19])([CH3:14])[CH3:15]. Procedure details: A procedure similar to that described in Preparation 11 was repeated, except that 2.00 g of 1-(3-fluorophenoxymethyl)-2-(2-t-butyldimethylsilyloxy-1-methylethylamino)ethanol (prepared as described in Preparation 71), 20 ml of anhydrous dimethylformamide and 1.09 g of N,N'-carbonyldiimidazole were used, to give 0.74 g of the title compound having an Rf value of 0.29 (on silica gel thin layer chromatography, using a 1:3 by volume mixture of ethyl acetate and hexane as the developing solvent) from ...